This data is from the Open Reaction Database (ORD), a public repository of structured organic reaction records. The task is: describe an organic reaction: reactants, conditions, products, and yield The reactants are Cl.NO (hydroxylamine hydrochloride), C(C)(=O)[O-].[Na+] (sodium acetate), N1=C(NC=2C=NC=CC21)C2=CC=CC=1C(C3=CC=CC=C3C21)=O (4-(3H-imidazo[4,5-c]pyridin-2-yl)-fluoren-9-one). The solvent is C(C)O (ethanol), O (water). Reaction conditions: time 8 hour. Product: N1=C(NC=2C=NC=CC21)C2=CC=CC=1C(C3=CC=CC=C3C21)=NO (4-(3H-imidazo[4,5-c]pyridin-2-yl)-fluoren-9-one oxime). Isolated yield 88.5%. Reaction SMILES: Cl.[NH2:2][OH:3].C([O-])(=O)C.[Na+].[N:9]1[C:17]2[CH:16]=[CH:15][N:14]=[CH:13][C:12]=2[NH:11][C:10]=1[C:18]1[C:30]2[C:29]3[C:24](=[CH:25][CH:26]=[CH:27][CH:28]=3)[C:23](=O)[C:22]=2[CH:21]=[CH:20][CH:19]=1>C(O)C.O>[N:9]1[C:17]2[CH:16]=[CH:15][N:14]=[CH:13][C:12]=2[NH:11][C:10]=1[C:18]1[C:30]2[C:29]3[C:24](=[CH:25][CH:26]=[CH:27][CH:28]=3)[C:23](=[N:2][OH:3])[C:22]=2[CH:21]=[CH:20][CH:19]=1 |f:0.1,2.3|. Reported procedure: In a 500-ml three-necked flask, dissolve 20 g of 4-(3H-imidazo[4,5-c]pyridin-2-yl)-fluoren-9-one, obtained in Example 1, in 328 ml of ethanol, then add successively 14.02 g of hydroxylamine hydrochloride and 27.59 g of dry sodium acetate. After stirring overnight at room temperature, dilute with 328 ml of water. The precipitate that formed is drained, washed with water and dried in the stove at 500. In this way we obtain 18.6 g of equimolecular mixture of the Z and E oximes of 4-(3H-imidazo[4,5-... The reactants are C(C)(=O)C=1C=NC2=CC=C(C=C2C1N[C@@H]1CC[C@H](CC1)NC(OC(C)(C)C)=O)C1=CC(=C(C(=C1)F)O)F (tert-butyl trans-4-[3-acetyl-6-(3,5-difluoro-4-hydroxyphenyl)quinolin-4-ylamino]cyclohexylcarbamate), C(=O)(C(F)(F)F)O (TFA). Product: N[C@@H]1CC[C@H](CC1)NC1=C(C=NC2=CC=C(C=C12)C1=CC(=C(C(=C1)F)O)F)C(C)=O (1-{4-[trans-4-Aminocyclohexylamino]-6-(3,5-difluoro-4-hydroxyphenyl)quinolin-3-yl}ethanone). Isolated yield 58.5%. As a reaction SMILES: [C:1]([C:4]1[CH:5]=[N:6][C:7]2[C:12]([C:13]=1[NH:14][C@H:15]1[CH2:20][CH2:19][C@H:18]([NH:21]C(=O)OC(C)(C)C)[CH2:17][CH2:16]1)=[CH:11][C:10]([C:29]1[CH:34]=[C:33]([F:35])[C:32]([OH:36])=[C:31]([F:37])[CH:30]=1)=[CH:9][CH:8]=2)(=[O:3])[CH3:2].C(O)(C(F)(F)F)=O>>[NH2:21][C@H:18]1[CH2:19][CH2:20][C@H:15]([NH:14][C:13]2[C:12]3[C:7](=[CH:8][CH:9]=[C:10]([C:29]4[CH:30]=[C:31]([F:37])[C:32]([OH:36])=[C:33]([F:35])[CH:34]=4)[CH:11]=3)[N:6]=[CH:5][C:4]=2[C:1](=[O:3])[CH3:2])[CH2:16][CH2:17]1. Procedure: Following general procedure A-2, tert-butyl trans-4-[3-acetyl-6-(3,5-difluoro-4-hydroxyphenyl)quinolin-4-ylamino]cyclohexylcarbamate (30 mg, 0.059 mmol) was reacted with TFA (2 mL) to afford the desired product (14.2 mg, 59%) as a yellow solid: 1H NMR (500 MHz, CD3OD) δ 8.98 (s, 1H), 8.35 (d, J=1.9 Hz, 1H), 8.07-8.00 (m, 1H), 7.93 (d, J=8.7 Hz, 1H), 7.33 (dd, J=8.0, 1.6 Hz, 2H), 4.29 (s, 1H), 3.23 (s, 1H), 2.71 (s, 3H), 2.41 (d, J=12.2 Hz, 2H), 2.19 (d, J=12.1 Hz, 2H), 1.76-1.67 (m, 2H), 1.63-1.... Starting materials: ON=C(N)C1(N(C(OC1)(C)C)C(=O)OC(C)(C)C)C (tert-butyl 4-(N′-hydroxycarbamimidoyl)-2,2,4-trimethyl-1,3-oxazolidine-3-carboxylate), C(C)(=O)OC(C)=O (acetic anhydride). Run in ClCCl (dichloromethane). Run at time 1 hour. The product is CC1(OCC(N1C(=O)OC(C)(C)C)(C1=NOC(=N1)C)C)C (tert-butyl 2,2,4-trimethyl-4-(5-methyl-1,2,4-oxadiazol-3-yl)-1,3-oxazolidine-3-carboxylate). RXN SMILES: [OH:1][N:2]=[C:3]([C:5]1([CH3:19])[CH2:9][O:8][C:7]([CH3:11])([CH3:10])[N:6]1[C:12]([O:14][C:15]([CH3:18])([CH3:17])[CH3:16])=[O:13])[NH2:4].[C:20](OC(=O)C)(=O)[CH3:21]>ClCCl>[CH3:10][C:7]1([CH3:11])[N:6]([C:12]([O:14][C:15]([CH3:18])([CH3:17])[CH3:16])=[O:13])[C:5]([CH3:19])([C:3]2[N:4]=[C:20]([CH3:21])[O:1][N:2]=2)[CH2:9][O:8]1. Reported procedure: To a solution of 146 mg of tert-butyl 4-(N′-hydroxycarbamimidoyl)-2,2,4-trimethyl-1,3-oxazolidine-3-carboxylate in 4 ml of dichloromethane was added 55 μl of acetic anhydride, followed by stirring at room temperature for 1 hour. The reaction mixture was concentrated under reduced pressure, and to the obtained residue were added 4 ml of DMF, followed by stirring at 110° C. for 15 hours. The reaction mixture was concentrated under reduced pressure and the obtained residue was purified by silica ge...